From a dataset of the Open Reaction Database (ORD), a public repository of structured organic reaction records. describe an organic reaction: reactants, conditions, products, and yield The reactants are C=C1CC(O1)=O (4-methylene-oxetan-2-one), COC1=CC=C(C=C1)[C@H](C)N ((S)-1-(4-methoxy-phenyl)-ethylamine), TEA, CC(C)NP(=S)(OC)OC1=C(C=C(C=C1)Cl)Cl (DMPA). Solvent: ClCCl (dichloromethane), ClCCl (dichloromethane). Reaction conditions: temperature 20 celsius, time 18 hour. Product: COC1=CC=C(C=C1)[C@H](C)NC(CC(C)=O)=O ((1S)—N-[1-(4-Methoxy-phenyl)-ethyl]-3-oxo-butyramide). Reaction SMILES: [CH3:1][O:2][C:3]1[CH:8]=[CH:7][C:6]([C@@H:9]([NH2:11])[CH3:10])=[CH:5][CH:4]=1.CC(NP(OC1C=CC(Cl)=CC=1Cl)(OC)=S)C.[CH2:29]=[C:30]1[O:33][C:32](=[O:34])[CH2:31]1>ClCCl>[CH3:1][O:2][C:3]1[CH:8]=[CH:7][C:6]([C@@H:9]([NH:11][C:32](=[O:34])[CH2:31][C:30](=[O:33])[CH3:29])[CH3:10])=[CH:5][CH:4]=1. Procedure details: To a solution of (S)-1-(4-methoxy-phenyl)-ethylamine (25 g) in dichloromethane (60 mL) was added TEA (20 g) and DMPA (200 mg). Then a solution of 4-methylene-oxetan-2-one (16.7 g) in dichloromethane (60 ml) was added over a period of 30 minutes and then stirred at 20° C. for 18 h. The mixture was washed with 1M HCl, aq. NaHCO3 and aq. NaCl. The organic layer was dried (MgSO4), filtered and concentrated in vacuo. Reactants: CON(C=1NC(C=2N=CN(C2N1)C(CC(COC)CO)OC(C1=CC=CC=C1)(C1=CC=CC=C1)C1=CC=CC=C1)=O)C(C1=CC=CC=C1)(C1=CC=CC=C1)C1=CC=CC=C1 (N2-monomethoxytrityl-9-(4-monomethoxy-trityloxy3-hydroxymethylbut-1-yl)guanine), C(CCCCC)(=O)Cl (hexanoyl chloride), N1=CC=CC=C1 (pyridine). Run at time 20 minute. The product is C(CCCCC)(=O)OCC(CCN1C=2N=C(NC(C2N=C1)=O)N)CO (9-(4-hexanoyloxy-3-hydroxymethylbut-1-yl)guanine). The yield is 38.0%. RXN SMILES: CO[N:3](C(C1C=CC=CC=1)(C1C=CC=CC=1)C1C=CC=CC=1)[C:4]1[NH:5][C:6](=[O:41])[C:7]2[N:8]=[CH:9][N:10]([CH:13](OC(C3C=CC=CC=3)(C3C=CC=CC=3)C3C=CC=CC=3)[CH2:14][CH:15]([CH2:19][OH:20])[CH2:16][O:17][CH3:18])[C:11]=2[N:12]=1.C(Cl)(=[O:67])CCCCC.N1[CH:74]=[CH:73][CH:72]=[CH:71][CH:70]=1>>[C:18]([O:17][CH2:16][CH:15]([CH2:19][OH:20])[CH2:14][CH2:13][N:10]1[CH:9]=[N:8][C:7]2[C:6](=[O:41])[NH:5][C:4]([NH2:3])=[N:12][C:11]1=2)(=[O:67])[CH2:70][CH2:71][CH2:72][CH2:73][CH3:74]. Procedure details: To a solution of N2-monomethoxytrityl-9-(4-monomethoxy-trityloxy3-hydroxymethylbut-1-yl)guanine (0.72 g, 0.9 mmol) in pyridine (4 ml) was added hexanoyl chloride (0.38 ml, 2.7 mmol) and the solution was stirred for 20 minutes. The mixture was precipitated in water (40 ml) and the resulting precipitate was stirred in 80% acetic acid (10 ml) at 80° for 45 minutes. The solvent was removed and the residue purified by column chromatography on silica gel eluting with chloroform-methanol mixtures (7:1,... Reactants: CC(C)(CO)NC(=O)OC(C)(C)C, O=C([O-])O, CCC(=[N+]=[N-])C(=O)[O-], CC(Cl)Cl, [Na+]. The product is CC(C)(COCC(=O)O)NC(=O)OC(C)(C)C. Reaction SMILES: [C:1]([CH3:2])([CH3:3])([CH3:4])[O:5][C:6](=[O:7])[NH:8][C:9]([CH2:10][OH:11])([CH3:12])[CH3:13].[C:22](=[O:23])([OH:24])[O-:25].[CH2:14]([C:16](=[N+:15]=[N-:20])[C:17](=[O:18])[O-:19])[CH3:21].[Cl:27][CH:28]([Cl:29])[CH3:30].[Na+:26]>>[C:1]([CH3:2])([CH3:3])([CH3:4])[O:5][C:6](=[O:7])[NH:8][C:9]([CH2:10][O:11][CH2:16][C:17](=[O:18])[OH:19])([CH3:12])[CH3:13]. The reactants are ClC1=C(C(=CC=C1)F)C(=NNC1=CC=C(C=C1)I)Cl (2-chloro-6-fluoro-N-(4-iodophenyl)benzenecarbohydrazonoyl chloride), N (ammonia). Run in C1CCOC1 (THF). Product: ClC1=C(C(=CC=C1)F)C(N)=NNC1=CC=C(C=C1)I (2-chloro-6-fluoro-N′-(4-iodophenyl)benzenecarbohydrazonamide). Reaction SMILES: [Cl:1][C:2]1[CH:7]=[CH:6][CH:5]=[C:4]([F:8])[C:3]=1[C:9](Cl)=[N:10][NH:11][C:12]1[CH:17]=[CH:16][C:15]([I:18])=[CH:14][CH:13]=1.[NH3:20]>C1COCC1>[Cl:1][C:2]1[CH:7]=[CH:6][CH:5]=[C:4]([F:8])[C:3]=1[C:9](=[N:10][NH:11][C:12]1[CH:17]=[CH:16][C:15]([I:18])=[CH:14][CH:13]=1)[NH2:20]. Reported procedure: The title compound was prepared according to the procedure described in step-3 of Intermediate-1 by using 2-chloro-6-fluoro-N-(4-iodophenyl)benzenecarbohydrazonoyl chloride (1.00 g, 2.44 mmol), aq. ammonia (2.0 mL) and dry THF (10 mL) to afford 0.900 g of the desired product. 1H NMR (300 MHz, DMSO d6): δ 6.28 (br s, 2H), 6.70 (d, J=8.4 Hz, 2H), 7.27 (t, J=8.7 Hz, 1H), 7.36-7.42 (m, 3H), 7.45-7.51 (m, 1H), 8.33 (s, 1H). The reactants are CC(C)(C)OC(=O)Nc1cc(N2CCSCC2)c(C(F)(F)F)cc1NC(=O)CC(=O)c1ccnc(C#N)c1, ClCCl, O=C(O)C(F)(F)F. Product: N#Cc1cc(C2=Nc3cc(N4CCSCC4)c(C(F)(F)F)cc3NC(=O)C2)ccn1. As a reaction SMILES: [C:1]([O:2][C:3](=[O:4])[NH:7][c:8]1[c:9]([NH:24][C:25]([CH2:26][C:27](=[O:5])[c:29]2[cH:30][c:31]([C:35]#[N:36])[n:32][cH:33][cH:34]2)=[O:37])[cH:10][c:11]([C:20]([F:21])([F:22])[F:23])[c:12]([N:14]2[CH2:15][CH2:16][S:17][CH2:18][CH2:19]2)[cH:13]1)([CH3:6])([CH3:28])[CH3:38].[Cl:46][CH2:47][Cl:48].[F:39][C:40]([F:41])([F:42])[C:43]([OH:44])=[O:45]>>[N:7]1=[C:27]([c:29]2[cH:30][c:31]([C:35]#[N:36])[n:32][cH:33][cH:34]2)[CH2:26][C:25](=[O:37])[NH:24][c:9]2[c:8]1[cH:13][c:12]([N:14]1[CH2:15][CH2:16][S:17][CH2:18][CH2:19]1)[c:11]([C:20]([F:21])([F:22])[F:23])[cH:10]2. The reactants are C(C)OC(=O)C=1C(=C2C(=CN1)N(C(=C2Br)Br)C2=CC=CC=C2)O (2,3-dibromo-4-hydroxy-1-phenyl-1H-pyrrolo[2,3-c]pyridine-5-carboxylic acid ethyl ester), C1CC(=O)N(C1=O)Br (NBS), C(=O)(C1=CC=CC=C1)OOC(=O)C1=CC=CC=C1 (BzOOBz). Yields the product C(C)OC(=O)C=1C(=C2C(=C(N1)Br)N(C(=C2Br)Br)C2=CC=CC=C2)O (2,3,7-Tribromo-4-hydroxy-1-phenyl-1H-pyrrolo[2,3-c]pyridine-5-carboxylic acid ethyl ester). RXN SMILES: [CH2:1]([O:3][C:4]([C:6]1[C:7]([OH:23])=[C:8]2[C:14]([Br:15])=[C:13]([Br:16])[N:12]([C:17]3[CH:22]=[CH:21][CH:20]=[CH:19][CH:18]=3)[C:9]2=[CH:10][N:11]=1)=[O:5])[CH3:2].C1C(=O)N([Br:31])C(=O)C1.C(OOC(C1C=CC=CC=1)=O)(C1C=CC=CC=1)=O>>[CH2:1]([O:3][C:4]([C:6]1[C:7]([OH:23])=[C:8]2[C:14]([Br:15])=[C:13]([Br:16])[N:12]([C:17]3[CH:18]=[CH:19][CH:20]=[CH:21][CH:22]=3)[C:9]2=[C:10]([Br:31])[N:11]=1)=[O:5])[CH3:2]. Procedure details: Prepared in analogy to that of Example 103(a) from 2,3-dibromo-4-hydroxy-1-phenyl-1H-pyrrolo[2,3-c]pyridine-5-carboxylic acid ethyl ester, NBS and BzOOBz. The title compound, ESI MS (m/z): 517 (M+H)+. The reactants are 2-[4-(N,N,N-trimethylammonium)phenyl]ethanol chloride, C(Cl)Cl (methylene chloride), OC1CCN(CC1)C (4-hydroxy-1-methylpiperidine), IC (iodomethane). Product: [Cl-].C[N+]1(CCC(CC1)O)C (1,1-Dimethyl-4-hydroxypiperidinium Chloride). As a reaction SMILES: [OH:1][CH:2]1[CH2:7][CH2:6][N:5]([CH3:8])[CH2:4][CH2:3]1.IC.[CH2:11](Cl)[Cl:12]>>[Cl-:12].[CH3:8][N+:5]1([CH3:11])[CH2:6][CH2:7][CH:2]([OH:1])[CH2:3][CH2:4]1 |f:3.4|. Reported procedure: This compound was prepared by the procedure described for 2-[4-(N,N,N-trimethylammonium)phenyl]ethanol chloride. Typical reagent levels were as follows: 4-hydroxy-1-methylpiperidine (21.7 g, 0.188 mol), iodomethane (40.0 g, 0.280 mol), and methylene chloride (50 ml). The reactants are CCCCc1nc2ccc(C(=O)O)cc2n1Cc1ccc(-c2ccccc2C(=O)OC(C)(C)C)cc1, ClCCl, O=C(O)C(F)(F)F. Yields the product CCCCc1nc2ccc(C(=O)O)cc2n1Cc1ccc(-c2ccccc2C(=O)O)cc1. Reaction SMILES: [CH2:1]([CH2:2][CH2:3][CH3:4])[c:5]1[n:6][c:7]2[c:8]([n:9]1[CH2:10][c:11]1[cH:12][cH:13][c:14](-[c:17]3[c:18]([C:23](=[O:24])[O:25][C:26]([CH3:27])([CH3:28])[CH3:29])[cH:19][cH:20][cH:21][cH:22]3)[cH:15][cH:16]1)[cH:30][c:31]([C:34](=[O:35])[OH:36])[cH:32][cH:33]2.[CH2:44]([Cl:45])[Cl:46].[OH:37][C:38]([C:39]([F:40])([F:41])[F:42])=[O:43]>>[CH2:1]([CH2:2][CH2:3][CH3:4])[c:5]1[n:6][c:7]2[c:8]([n:9]1[CH2:10][c:11]1[cH:12][cH:13][c:14](-[c:17]3[c:18]([C:23](=[O:24])[OH:25])[cH:19][cH:20][cH:21][cH:22]3)[cH:15][cH:16]1)[cH:30][c:31]([C:34](=[O:35])[OH:36])[cH:32][cH:33]2.